This data is from the Open Reaction Database (ORD), a public repository of structured organic reaction records. The task is: describe an organic reaction: reactants, conditions, products, and yield The reactants are C1(C(CCCCC1)=O)=O (cycloheptane-1,2-dione), COP(OC)(=O)CC(C1=C(C=CC=C1)C)=O ((2-Oxo-2-o-tolyl-ethyl)-phosphonic acid dimethyl ester), O.NN (hydrazine monohydrate). Yields the product C1(=C(C=CC=C1)C1=CC2=C(N=N1)CCCCC2)C (3-o-Tolyl-6,7,8,9-tetrahydro-5H-cyclohepta[c]pyridazine). Reaction SMILES: [C:1]1(=O)[CH2:7][CH2:6][CH2:5][CH2:4][CH2:3][C:2]1=O.COP([CH2:16][C:17](=O)[C:18]1[CH:23]=[CH:22][CH:21]=[CH:20][C:19]=1[CH3:24])(=O)OC.O.[NH2:27][NH2:28]>>[C:19]1([CH3:24])[CH:20]=[CH:21][CH:22]=[CH:23][C:18]=1[C:17]1[N:28]=[N:27][C:2]2[CH2:3][CH2:4][CH2:5][CH2:6][CH2:7][C:1]=2[CH:16]=1 |f:2.3|. Procedure: light yellow solid. MS (EI): 238.2 (M+). Prepared from cycloheptane-1,2-dione, (2-Oxo-2-o-tolyl-ethyl)-phosphonic acid dimethyl ester, hydrazine monohydrate.